This data is from the Open Reaction Database (ORD), a public repository of structured organic reaction records. The task is: describe an organic reaction: reactants, conditions, products, and yield The reactants are NC(CCSC)C(=O)O (DL-methionine), ( d ), N[C@@H](C)C(=O)O (L-alanine), N[C@@H](CCSC)C(=O)O (methionine), N[C@@H](C)C(=O)O (alanine), NCC(=O)O (glycine), N[C@@H](CCSC)C(=O)O (L-methionine), amino acid. The solvent is O (water). The product is N[C@@H](CCSC)C(=O)N[C@@H](C)C(=O)O (L-methionyl-L-alanine). RXN SMILES: [NH2:1][CH:2]([C:7]([OH:9])=O)[CH2:3][CH2:4][S:5][CH3:6].NCC(O)=O.[NH2:15][C@H:16]([C:21]([OH:23])=[O:22])[CH2:17]CSC.N[C@H](C(O)=O)C>O>[NH2:1][C@H:2]([C:7]([NH:15][C@H:16]([C:21]([OH:23])=[O:22])[CH3:17])=[O:9])[CH2:3][CH2:4][S:5][CH3:6]. Procedure details: The title compound was prepared according to the procedures of Example 1A and B above by replacing DL-methionine and glycine respectively with L-methionine and L-alanine (Aldrich Chemical Co., Beil. 4,381). The title compound had a melting point of 141° to 143° C (d). The compound was found to be water soluble. The product thus obtained was subjected to amino acid analysis and found to contain 49.40 mole percent alanine and 50.60 mole percent methionine. Reactants: COC(=O)C1=NC(=C2C=CC=NC2=C1OC(=O)C1=CC=CC=C1)I (5-iodo-8-(1-phenyl-methanoyloxy)-[1,6]naphthyridine-7-carboxylic acid methyl ester), C(C#C)O (propargyl alcohol), CN(C)C=O (DMF). Reagents/catalysts: Cl[Pd]([P](C1=CC=CC=C1)(C2=CC=CC=C2)C3=CC=CC=C3)([P](C4=CC=CC=C4)(C5=CC=CC=C5)C6=CC=CC=C6)Cl (dichlorobis(triphenylphosphine)palladium(II)), [Cu](I)I (copper iodide). Solvent: C(C)N(CC)CC (triethylamine). Yields the product COC(=O)C1=NC(=C2C=CC=NC2=C1OC(=O)C1=CC=CC=C1)C#CCO (5-(3-hydroxy-prop-1-ynyl)-8-(1-phenyl-methanoyloxy)-[1,6]naphthyridine-7-carboxylic acid methyl ester). Reaction SMILES: [CH3:1][O:2][C:3]([C:5]1[C:14]([O:15][C:16]([C:18]2[CH:23]=[CH:22][CH:21]=[CH:20][CH:19]=2)=[O:17])=[C:13]2[C:8]([CH:9]=[CH:10][CH:11]=[N:12]2)=[C:7](I)[N:6]=1)=[O:4].[CH2:25]([OH:28])[C:26]#[CH:27].CN(C=O)C>C(N(CC)CC)C.Cl[Pd](Cl)([P](C1C=CC=CC=1)(C1C=CC=CC=1)C1C=CC=CC=1)[P](C1C=CC=CC=1)(C1C=CC=CC=1)C1C=CC=CC=1.[Cu](I)I>[CH3:1][O:2][C:3]([C:5]1[C:14]([O:15][C:16]([C:18]2[CH:23]=[CH:22][CH:21]=[CH:20][CH:19]=2)=[O:17])=[C:13]2[C:8]([CH:9]=[CH:10][CH:11]=[N:12]2)=[C:7]([C:27]#[C:26][CH2:25][OH:28])[N:6]=1)=[O:4] |^1:43,62|. Procedure: A mixture of 5-iodo-8-(1-phenyl-methanoyloxy)-[1,6]naphthyridine-7-carboxylic acid methyl ester (2.00 g, 4.61 mmol), propargyl alcohol (0.563 mL, 9.67 mmol), dichlorobis(triphenylphosphine)palladium(II) (65 mg, 0.092 mmol), and copper iodide (4 mg, 0.023 mmol) were stirred in triethylamine (13 mL) and dry DMF (5 mL) at 30° C. overnight. The solvent was removed in vacuo and the residue was purified by flash chromatography (50-100% EtOAc/Hexane gradient elution switching to 5% MeOH/CH2Cl2) to prov... Starting materials: C(Cl)Cl (CH2Cl2), NC=1C(=NC(=CN1)Br)C1=CC(=C(C(=O)OC)C=C1)F (methyl 4-(3-amino-6-bromopyrazin-2-yl)-2-fluorobenzoate), C(=O)([O-])[O-].[Na+].[Na+] (Na2CO3), IC=1CCC(N(C1)CC1=CC=C(C=C1)OC)=O (5-iodo-1-(4-methoxybenzyl)-3,4-dihydropyridin-2(1H)-one). The reagents and catalysts are C1=CC=C(C=C1)P([C-]2C=CC=C2)C3=CC=CC=C3.C1=CC=C(C=C1)P([C-]2C=CC=C2)C3=CC=CC=C3.Cl[Pd]Cl.[Fe+2] (PdCl2(dppf)). Run in COCCOC (DME). Conditions: temperature 90 celsius. Product: NC=1C(=NC(=CN1)C1=CN(C(CC1)=O)CC1=CC=C(C=C1)OC)C1=CC(=C(C(=O)OC)C=C1)F (Methyl 4-(3-amino-6-(1-(4-methoxybenzyl)-6-oxo-1,4,5,6-tetrahydropyridin-3-yl)pyrazin-2-yl)-2-fluorobenzoate). The yield is 42.5%. As a reaction SMILES: I[C:2]1[CH2:3][CH2:4][C:5](=[O:17])[N:6]([CH2:8][C:9]2[CH:14]=[CH:13][C:12]([O:15][CH3:16])=[CH:11][CH:10]=2)[CH:7]=1.C(Cl)Cl.[NH2:21][C:22]1[C:23]([C:29]2[CH:38]=[CH:37][C:32]([C:33]([O:35][CH3:36])=[O:34])=[C:31]([F:39])[CH:30]=2)=[N:24][C:25](Br)=[CH:26][N:27]=1.C([O-])([O-])=O.[Na+].[Na+]>C1C=CC(P(C2C=CC=CC=2)[C-]2C=CC=C2)=CC=1.C1C=CC(P(C2C=CC=CC=2)[C-]2C=CC=C2)=CC=1.Cl[Pd]Cl.[Fe+2].COCCOC>[NH2:21][C:22]1[C:23]([C:29]2[CH:38]=[CH:37][C:32]([C:33]([O:35][CH3:36])=[O:34])=[C:31]([F:39])[CH:30]=2)=[N:24][C:25]([C:2]2[CH2:3][CH2:4][C:5](=[O:17])[N:6]([CH2:8][C:9]3[CH:14]=[CH:13][C:12]([O:15][CH3:16])=[CH:11][CH:10]=3)[CH:7]=2)=[CH:26][N:27]=1 |f:3.4.5,6.7.8.9|. Procedure: 5-iodo-1-(4-methoxybenzyl)-3,4-dihydropyridin-2(1H)-one (630 mg, 1.836 mmol), PdCl2(dppf).CH2Cl2 adduct (150 mg, 0.184 mmol), methyl 4-(3-amino-6-bromopyrazin-2-yl)-2-fluorobenzoate (1028 mg, 2.75 mmol) and Na2CO3 (2754 μl, 5.51 mmol) were combined in a flask and then DME (Volume: 6120 μl) was added. The mixture was degassed and purged with nitrogen and then finally heated at 90° C. for 2 h upon which complete consumption of starting material was observed. The reaction mixture was diluted with E... Reactants: COc1ccc(cc1)c1cc(C=O)no1, CC1=CN=C(C=C1)N, [C-]#[N+]C1CCCCC1. Reagents/catalysts: O=C(O)C(F)(F)F (trifluoroacetic acid). The solvent is CC(C)O (isopropyl alcohol), CC(C)O (isopropylalcohol). Conditions: temperature 22 celsius, time 20 hour. The product is Cc1ccc2nc(c3cc(c4ccc(cc4)OC)on3)c(NC3CCCCC3)n2c1. Isolated yield 0.0%. As a reaction SMILES: CC1=CC=C(N)N=C1.[C-]#[N+]C1CCCCC1.COC1=CC=C(C=C1)C1=CC(C=O)=NO1>>COC1=CC=C(C=C1)C1=CC(=NO1)C1=C(NC2CCCCC2)N2C=C(C)C=CC2=N1. The reactants are CC1(COB(OC1)C=1C=CC(=C(C1)C1=C(C(=O)N)C=CN=C1)F)C (3-[5-(5,5-Dimethyl-[1,3,2]dioxaborinan-2-yl)-2-fluorophenyl]isonicotinamide), BrC1=CN=C2N1C=CC(=N2)C(C)(C)O (2-(3-bromoimidazo[1,2-α]pyrimidin-7-yl)propan-2-ol). Yields the product FC1=C(C=C(C=C1)C1=CN=C2N1C=CC(=N2)C(C)(C)O)C2=C(C(=O)N)C=CN=C2 (3-{2-fluoro-5-[7-(1-hydroxy-1-methylethyl)imidazo[1,2-α]pyrimidin-3-yl]phenyl}isonicotinamide). As a reaction SMILES: CC1(C)COB([C:8]2[CH:9]=[CH:10][C:11]([F:23])=[C:12]([C:14]3[CH:22]=[N:21][CH:20]=[CH:19][C:15]=3[C:16]([NH2:18])=[O:17])[CH:13]=2)OC1.Br[C:26]1[N:30]2[CH:31]=[CH:32][C:33]([C:35]([OH:38])([CH3:37])[CH3:36])=[N:34][C:29]2=[N:28][CH:27]=1>>[F:23][C:11]1[CH:10]=[CH:9][C:8]([C:26]2[N:30]3[CH:31]=[CH:32][C:33]([C:35]([OH:38])([CH3:36])[CH3:37])=[N:34][C:29]3=[N:28][CH:27]=2)=[CH:13][C:12]=1[C:14]1[CH:22]=[N:21][CH:20]=[CH:19][C:15]=1[C:16]([NH2:18])=[O:17]. Procedure: 3-[5-(5,5-Dimethyl-[1,3,2]dioxaborinan-2-yl)-2-fluorophenyl]isonicotinamide (100 mg, 0.41 mmol) was coupled to 2-(3-bromoimidazo[1,2-α]pyrimidin-7-yl)propan-2-ol (106 mg, 0.41 mmol) using the method in Example 1. Purification by chromatography on silica gel eluting with dichloromethane containing 8% methanol then trituration with diethyl ether gave 3-{2-fluoro-5-[7-(1-hydroxy-1-methylethyl)imidazo[1,2-α]pyrimidin-3-yl]phenyl}isonicotinamide as a white solid: δH (400 MHz, CDCl3) 1.58 (6H, s), 4.4... The reactants are C(C)NC(NC1=CC(=C(C=N1)C=1C=C2C(C(=CN(C2=CC1)C[C@@H]1CNCC1)C(=O)OCC)=O)C=1SC=C(N1)C(F)(F)F)=O ((S)-ethyl 6-(6-(3-ethylureido)-4-(4-(trifluoromethyl)thiazol-2-yl)pyridin-3-yl)-4-oxo-1-(pyrrolidin-3-ylmethyl)-1,4-dihydroquinoline-3-carboxylate), Cl.O.N1(CCOCC1)CC=O (morpholin-4-yl-acetaldehyde monohydrate hydrochloride), C(#N)[BH3-] (cyanoborohydride). Solvent: CO (methanol). Reaction conditions: time 8 hour. Product: C(C)NC(NC1=CC(=C(C=N1)C=1C=C2C(C(=CN(C2=CC1)C[C@@H]1CN(CC1)CCN1CCOCC1)C(=O)OCC)=O)C=1SC=C(N1)C(F)(F)F)=O ((S)-ethyl 6-(6-(3-ethylureido)-4-(4-(trifluoromethyl)thiazol-2-yl)pyridin-3-yl)-1-((1-(2-morpholinoethyl)pyrrolidin-3-yl)methyl)-4-oxo-1,4-dihydroquinoline-3-carboxylate). Yield: 40.2%. RXN SMILES: [CH2:1]([NH:3][C:4](=[O:43])[NH:5][C:6]1[N:11]=[CH:10][C:9]([C:12]2[CH:13]=[C:14]3[C:19](=[CH:20][CH:21]=2)[N:18]([CH2:22][C@H:23]2[CH2:27][CH2:26][NH:25][CH2:24]2)[CH:17]=[C:16]([C:28]([O:30][CH2:31][CH3:32])=[O:29])[C:15]3=[O:33])=[C:8]([C:34]2[S:35][CH:36]=[C:37]([C:39]([F:42])([F:41])[F:40])[N:38]=2)[CH:7]=1)[CH3:2].Cl.O.[N:46]1([CH2:52][CH:53]=O)[CH2:51][CH2:50][O:49][CH2:48][CH2:47]1.C([BH3-])#N>CO>[CH2:1]([NH:3][C:4](=[O:43])[NH:5][C:6]1[N:11]=[CH:10][C:9]([C:12]2[CH:13]=[C:14]3[C:19](=[CH:20][CH:21]=2)[N:18]([CH2:22][C@H:23]2[CH2:27][CH2:26][N:25]([CH2:53][CH2:52][N:46]4[CH2:51][CH2:50][O:49][CH2:48][CH2:47]4)[CH2:24]2)[CH:17]=[C:16]([C:28]([O:30][CH2:31][CH3:32])=[O:29])[C:15]3=[O:33])=[C:8]([C:34]2[S:35][CH:36]=[C:37]([C:39]([F:42])([F:41])[F:40])[N:38]=2)[CH:7]=1)[CH3:2] |f:1.2.3|. Reported procedure: A vial was charged with (S)-ethyl 6-(6-(3-ethylureido)-4-(4-(trifluoromethyl)thiazol-2-yl)pyridin-3-yl)-4-oxo-1-(pyrrolidin-3-ylmethyl)-1,4-dihydroquinoline-3-carboxylate (Example 234, 800 mg, 1.3 mmol) and morpholin-4-yl-acetaldehyde monohydrate hydrochloride (270 mg, 1.47 mmol) in methanol (10 mL). MP-cyanoborohydride (850 mg, 2.0 mmol) beads were added and the resulting mixture was allowed to stir at room temperature overnight. The mixture was filtered and the beads were washed with more meth... Yield: 81.6%. Reaction SMILES: [CH:1]1([CH:7]([NH:27][C:28]2[CH:33]=[CH:32][C:31]([C:34]([N:36]([CH3:44])[CH2:37][CH2:38][C:39]([O:41]CC)=[O:40])=[O:35])=[CH:30][CH:29]=2)[C:8]2[O:9][C:10]3[CH:17]=[CH:16][C:15]([O:18][CH2:19][C:20]4[CH:25]=[CH:24][N:23]=[C:22]([F:26])[CH:21]=4)=[CH:14][C:11]=3[C:12]=2[CH3:13])[CH2:6][CH2:5][CH2:4][CH2:3][CH2:2]1.[OH-].[Na+]>C(O)C>[CH:1]1([CH:7]([NH:27][C:28]2[CH:33]=[CH:32][C:31]([C:34]([N:36]([CH3:44])[CH2:37][CH2:38][C:39]([OH:41])=[O:40])=[O:35])=[CH:30][CH:29]=2)[C:8]2[O:9][C:10]3[CH:17]=[CH:16][C:15]([O:18][CH2:19][C:20]4[CH:25]=[CH:24][N:23]=[C:22]([F:26])[CH:21]=4)=[CH:14][C:11]=3[C:12]=2[CH3:13])[CH2:6][CH2:5][CH2:4][CH2:3][CH2:2]1 |f:1.2|. Conditions: time 0.5 hour. Starting materials: C1(CCCCC1)C(C=1OC2=C(C1C)C=C(C=C2)OCC2=CC(=NC=C2)F)NC2=CC=C(C=C2)C(=O)N(CCC(=O)OCC)C (Ethyl 3-[({4-[(cyclohexyl{5-[(2-fluoropyridin-4-yl)methoxy]-3-methyl-1-benzofuran-2-yl}methyl)amino]phenyl}carbonyl)(methyl)amino]propanoate), C1(CCCCC1)C(C=1OC2=C(C1C)C=C(C=C2)OCC2=CC(=NC=C2)F)NC2=CC=C(C=C2)C(=O)N(CCC(=O)OCC)C (ethyl 3-[({4-[(cyclohexyl{5-[(2-fluoropyridin-4-yl)methoxy]-3-methyl-1-benzofuran-2-yl}methyl)amino]phenyl}carbonyl)(methyl)amino]propanoate), [OH-].[Na+] (sodium hydroxide). Solvent: C(C)O (ethanol). Reported procedure: Ethyl 3-[({4-[(cyclohexyl{5-[(2-fluoropyridin-4-yl)methoxy]-3-methyl-1-benzofuran-2-yl}methyl)amino]phenyl}carbonyl)(methyl)amino]propanoate (0.27 g) synthesized in the above-mentioned (1) was dissolved in ethanol (3 mL), 1N aqueous sodium hydroxide solution (1.0 mL) was added to the solution at room temperature, and the mixture was stirred at room temperature for 0.5 hr. Ethanol was evaporated under reduced pressure, and 1N hydrochloric acid (1.0 mL) was added to the residue. The precipitate wa... Yields the product C1(CCCCC1)C(C=1OC2=C(C1C)C=C(C=C2)OCC2=CC(=NC=C2)F)NC2=CC=C(C=C2)C(=O)N(CCC(=O)O)C (3-[({4-[(cyclohexyl{5-[(2-fluoropyridin-4-yl)methoxy]-3-methyl-1-benzofuran-2-yl}methyl)amino]phenyl}carbonyl)(methyl)amino]propanoic acid). Reactants: C(C)OC(CC1=CC=C(O1)C1=CC=C(C=C1)C1=CC=CC=C1)=O (2-(2-biphenyl-4-yl-furan-5-yl)-acetic acid ethyl ester), [Li+].[OH-] (LiOH), Cl (HCl). Solvent: C1CCOC1 (THF). Yields the product C1(=CC=C(C=C1)C=1OC(=CC1)CC(=O)O)C1=CC=CC=C1 (2-(2-biphenyl-4-yl-furan-5-yl)-acetic acid). Isolated yield 99.8%. As a reaction SMILES: C([O:3][C:4](=[O:23])[CH2:5][C:6]1[O:10][C:9]([C:11]2[CH:16]=[CH:15][C:14]([C:17]3[CH:22]=[CH:21][CH:20]=[CH:19][CH:18]=3)=[CH:13][CH:12]=2)=[CH:8][CH:7]=1)C.[Li+].[OH-].Cl>C1COCC1>[C:14]1([C:17]2[CH:18]=[CH:19][CH:20]=[CH:21][CH:22]=2)[CH:15]=[CH:16][C:11]([C:9]2[O:10][C:6]([CH2:5][C:4]([OH:23])=[O:3])=[CH:7][CH:8]=2)=[CH:12][CH:13]=1 |f:1.2|. Procedure details: To a solution of 2-(2-biphenyl-4-yl-furan-5-yl)-acetic acid ethyl ester (0.465 g, 1.44 mmol) in THF (10 mL) at 0° C. was added 2M aqueous LiOH (2 mL). The mixture was allowed to warm over 4 hours to ambient temperature and then poured into 0.5M aqueous HCl (50 mL). The resultant pale orange precipitate was filtered off, rinsed with water, and dried under vacuum over P2O5 to provide 400 mg (100%) of 2-(2-biphenyl-4-yl-furan-5-yl)-acetic acid as a light orange solid, mp 196-210° C., used without f...